This data is from the Open Reaction Database (ORD), a public repository of structured organic reaction records. The task is: describe an organic reaction: reactants, conditions, products, and yield Starting materials: BrC=1C=C2C(=NNC2=CC1)C (5-bromo-3-methyl-1H-indazole), C(CC(O)(C(=O)O)CC(=O)O)(=O)O (citric acid), CC(=O)[O-].[Na+] (NaOAc), CN(C)C=O (DMF). The reagents and catalysts are C1=CC=C(C=C1)P([C-]2C=CC=C2)C3=CC=CC=C3.C1=CC=C(C=C1)P([C-]2C=CC=C2)C3=CC=CC=C3.[Fe+2] (dppf). Run in O (water), CO (MeOH), Cl[Pd]Cl (PdCl2). Run at temperature 80 celsius. Product: COC(=O)C=1C=C2C=NNC2=CC1 (1H-indazole-5-carboxylic acid methyl ester). Yield: 80.0%. RXN SMILES: Br[C:2]1[CH:3]=[C:4]2[C:8](=[CH:9][CH:10]=1)[NH:7][N:6]=[C:5]2C.C[C:13]([O-:15])=[O:14].[Na+].[CH3:17]N(C=O)C.C(O)(=O)CC(CC(O)=O)(C(O)=O)O>CO.Cl[Pd]Cl.O.C1C=CC(P(C2C=CC=CC=2)[C-]2C=CC=C2)=CC=1.C1C=CC(P(C2C=CC=CC=2)[C-]2C=CC=C2)=CC=1.[Fe+2]>[CH3:17][O:15][C:13]([C:2]1[CH:3]=[C:4]2[C:8](=[CH:9][CH:10]=1)[NH:7][N:6]=[CH:5]2)=[O:14] |f:1.2,8.9.10|. Procedure details: To a solution of 5-bromo-3-methyl-1H-indazole (10 g, 47.6 mmol) in MeOH (160 mL), PdCl2.dppf (5.57 g, 7.62 mmol), NaOAc (11.7 g, 142.85 mmol) and DMF (5 mL) were added and degassed (using N2 gas 3-times). The mixture was sealed, charged with CO gas (60 psi) and heated at 80° C. for 20 hours. The reaction mixture was concentrated to obtain a residue, which was diluted with water (100 mL), acidified with 10% aqueous citric acid and extracted using ethyl acetate (3×200 mL). The combined organic lay... Reactants: NC1=CC(C=CC2=C1C=NC=C2)=O (9-amino-7H-cyclohepta[c]pyridin-7-one), SC=1C(C=CC=CC1)=O (2-mercapto-2,4,6-cycloheptatrien-1-one), SC1=CC(C=CC2=C1C=CC=C2)=O (5-mercapto-7H-benzocyclohepten-7-one). The product is C1=CC2=C1CCC=CC2=O (6,7-dihydrocyclobutacyclohepten-3-one), 5-mercapto-3H-6,7,8,9,10,11,12,13-octahydrocycloheptacyclodecen-3-one. As a reaction SMILES: S[C:2]1[C:3](=[O:9])[CH:4]=[CH:5][CH:6]=[CH:7][CH:8]=1.S[C:11]1C2C=CC=CC=2C=CC(=O)[CH:12]=1.NC1C2C=NC=CC=2C=CC(=O)C=1>>[CH:11]1[C:8]2[CH2:7][CH2:6][CH:5]=[CH:4][C:3](=[O:9])[C:2]=2[CH:12]=1. Reported procedure: By following serially the procedures of Examples 1 and 2 but replacing 2-mercapto-2,4,6-cycloheptatrien-1-one with an equivalent amount of 5-mercapto-7H-benzocyclohepten-7-one, 9-amino-7H-cyclohepta[c]pyridin-7-one, 5-mercapto-3H,-6,7-dihydrocyclobutacyclohepten-3-one, 1-ethylamino-3H-6,7,8,9,10,11-hexahydrocycloheptacycloocten-3-one and 5-mercapto-3H-6,7,8,9,10,11,12,13-octahydrocycloheptacyclodecen-3-one, the following compounds are obtained respectively: [(7-oxo-7H-benzocyclohepten-5-yl)thio]... Reactants: C(C1=CC=CC=C1)ONC(=O)C1=CC=C(OC(=O)C2(CCCCC2)C2=CC=C(C(=O)OC)C=C2)C=C1 (methyl 4-{1-[(4-{[(benzyloxy)amino]carbonyl}phenoxy)carbonyl] cyclohexyl)-benzoate). The reagents and catalysts are [Pd] (palladium on activated carbon). Solvent: CO (methanol), C(C)OCC (diethyl ether). Conditions: time 50 minute. Yields the product ONC(=O)C1=CC=C(OC(=O)C2(CCCCC2)C2=CC=C(C(=O)OC)C=C2)C=C1 (Methyl 4-[1-({4-[(hydroxyamino)carbonyl]phenoxy}carbonyl) -cyclohexyl]benzoate). The yield is 64.4%. Reaction SMILES: C([O:8][NH:9][C:10]([C:12]1[CH:36]=[CH:35][C:15]([O:16][C:17]([C:19]2([C:25]3[CH:34]=[CH:33][C:28]([C:29]([O:31][CH3:32])=[O:30])=[CH:27][CH:26]=3)[CH2:24][CH2:23][CH2:22][CH2:21][CH2:20]2)=[O:18])=[CH:14][CH:13]=1)=[O:11])C1C=CC=CC=1>[Pd].CO.C(OCC)C>[OH:8][NH:9][C:10]([C:12]1[CH:13]=[CH:14][C:15]([O:16][C:17]([C:19]2([C:25]3[CH:26]=[CH:27][C:28]([C:29]([O:31][CH3:32])=[O:30])=[CH:33][CH:34]=3)[CH2:20][CH2:21][CH2:22][CH2:23][CH2:24]2)=[O:18])=[CH:35][CH:36]=1)=[O:11]. Reported procedure: A mixture of methyl 4-{1-[(4-{[(benzyloxy)amino]carbonyl}phenoxy)carbonyl] cyclohexyl)-benzoate (E23) (0.063 g, 0.129 mmol) and 5% palladium on activated carbon (0.026 g) in methanol (1 ml) was hydrogenated at room temperature for 50 minutes. The black suspension was filtered, the catalyst was washed with methanol (3×1 ml), and the filtrate was evaporated to give a viscous oil. The oil was converted to white crystals by stirring in diethyl ether (3 ml) overnight. The solid was filtered, washed w... The reactants are C([O-])(O)=O.[Na+] (sodium bicarbonate), C1(CC1)ON=C(C(=O)N[C@H]1[C@@H]2N(C(=C(CS2)CSC=2SC=NN2)C(=O)O)C1=O)C=1N=C(SC1)NC=O (7β-[2-cyclopropyloxyimino-2-(2-formamidothiazol-4-yl)acetamido]-3-(1,3,4-thiadiazol-2-yl)thiomethyl-3-cephem-4-carboxylic acid), Cl (hydrochloric acid), ice water. The solvent is CO (methanol). Product: NC=1SC=C(N1)C(C(=O)N[C@H]1[C@@H]2N(C(=C(CS2)CSC=2SC=NN2)C(=O)O)C1=O)=NOC1CC1 (7β-[2-(2-aminothiazol-4-yl)-2-(cyclopropyloxyimino)acetamido]-3-(1,3,4-thiadiazol-2-yl)thiomethyl-3-cephem-4-carboxylic acid). Yield: 75.2%. As a reaction SMILES: [CH:1]1([O:4][N:5]=[C:6]([C:29]2[N:30]=[C:31]([NH:34]C=O)[S:32][CH:33]=2)[C:7]([NH:9][C@@H:10]2[C:27](=[O:28])[N:12]3[C:13]([C:24]([OH:26])=[O:25])=[C:14]([CH2:17][S:18][C:19]4[S:20][CH:21]=[N:22][N:23]=4)[CH2:15][S:16][C@H:11]23)=[O:8])[CH2:3][CH2:2]1.Cl.C(=O)(O)[O-].[Na+]>CO>[NH2:34][C:31]1[S:32][CH:33]=[C:29]([C:6](=[N:5][O:4][CH:1]2[CH2:3][CH2:2]2)[C:7]([NH:9][C@@H:10]2[C:27](=[O:28])[N:12]3[C:13]([C:24]([OH:26])=[O:25])=[C:14]([CH2:17][S:18][C:19]4[S:20][CH:21]=[N:22][N:23]=4)[CH2:15][S:16][C@H:11]23)=[O:8])[N:30]=1 |f:2.3|. Procedure: A mixture of 7β-[2-cyclopropyloxyimino-2-(2-formamidothiazol-4-yl)acetamido]-3-(1,3,4-thiadiazol-2-yl)thiomethyl-3-cephem-4-carboxylic acid (syn isomer) (1.1 g) and concentrated hydrochloric acid (0.404 ml) in methanol (10.5 ml) was warmed at 33°-35° C. for 1.5 hours. The mixture was poured into ice-water, adjusted to pH 7.5 with saturated aqueous solution of sodium bicarbonate and washed with ethyl acetate. The aqueous solution was adjusted to pH 2 with 1N hydrochloric acid and extracted with a... The reactants are CC=1C=NC=2N(C1)N=C(N2)CO ((6-Methyl[1,2,4]triazolo(1,5-a]pyrimidin-2-yl)methanol), C(C)(=O)O.C(C)(=O)O.IC1=CC=CC=C1 (iodobenzene diacetate), C(C)(C)(C)OC (methyl tert-butyl ether). Reagents/catalysts: CC1(CCCC(N1[O])(C)C)C (TEMPO). The solvent is C(Cl)Cl (CH2Cl2). Product: CC=1C=NC=2N(C1)N=C(N2)C=O (6-Methyl[1,2,4]triazolo[1,5-a]pyrimidine-2-carbaldehyde). The yield is 77.4%. As a reaction SMILES: [CH3:1][C:2]1[CH:3]=[N:4][C:5]2[N:6]([N:8]=[C:9]([CH2:11][OH:12])[N:10]=2)[CH:7]=1.C(O)(=O)C.C(O)(=O)C.IC1C=CC=CC=1.C(OC)(C)(C)C>C(Cl)Cl.CC1(C)N([O])C(C)(C)CCC1>[CH3:1][C:2]1[CH:3]=[N:4][C:5]2[N:6]([N:8]=[C:9]([CH:11]=[O:12])[N:10]=2)[CH:7]=1 |f:1.2.3,^1:40|. Procedure details: A slurry of (6-methyl[1,2,4]triazolo[1,5-a]pyrimidin-2-yl)methanol (15.7 g, 95.6 mmol) from step 1 above, TEMPO (112 mg, 7.2 mmol), iodobenzene diacetate (33.9 g, 105.2 mmol) in CH2Cl2 (100 mL) was stirred at room temperature for 2 hours. Once the reaction was deemed complete, methyl tert-butyl ether (50 mL) was added slowly to precipitate the product. The concentrated mother liquor was introduced into a silica gel column and eluted with 2% MeOH/CH2Cl2 to give an additional amount of the aldehyd...